This data is from the Open Reaction Database (ORD), a public repository of structured organic reaction records. The task is: describe an organic reaction: reactants, conditions, products, and yield The reactants are product, [Na] (sodium), C(CCCCC)OC(=O)Cl (n-hexylchloroformate), ClC(=O)[O-] (chloroformate), [OH-].[Na+] (sodium hydroxide), C(OC1=C(C(=CC=C1)CCCCCC)S(=O)(=O)O)([O-])=O (n-hexylsulfophenyl carbonate). Run in CC(=O)CC (methylethyl ketone), O (water). Run at temperature 50 celsius, time 30 minute. The product is C(OCCCCCC)(OC1=C(C=CC=C1)S(=O)(=O)O)=O (n-hexyl sulfophenyl carbonate). Reaction SMILES: [Na].[OH-].[Na+].[CH2:4]([O:10][C:11](Cl)=[O:12])[CH2:5][CH2:6][CH2:7][CH2:8][CH3:9].ClC([O-])=O.C(=O)([O-])[O:19][C:20]1[CH:25]=[CH:24][CH:23]=[C:22](CCCCCC)[C:21]=1[S:32]([OH:35])(=[O:34])=[O:33]>CC(CC)=O.O>[C:11](=[O:12])([O:19][C:20]1[CH:25]=[CH:24][CH:23]=[CH:22][C:21]=1[S:32]([OH:35])(=[O:33])=[O:34])[O:10][CH2:4][CH2:5][CH2:6][CH2:7][CH2:8][CH3:9] |f:1.2,^1:0|. Procedure: Into a reactor as described in Example 1 and with similar procedure there were charged 40.9 kg of water and, with agitation, 24.5 kg of sodium 4-phenolsulfonate. After an additional 10 minutes of agitation, there was added 9.7 kg of 50%, by weight, sodium hydroxide over a period of 15 minutes. There were then added 9.72 g of product and 68.1 kg of methylethyl ketone. After heating the mixture to 50° C. there was added 19.5 kg of n-hexylchloroformate over a period of 15 minutes. During addition o... The reactants are ClC=1C(=NC(=NC1)NCC=1SC=CC1)NC1=C(C=C(C=C1)N1CCP(CC1)(=O)C)OC (5-chloro-N4-[2-methoxy-4-(4-methyl-4-oxido-1,4-azaphosphinan-1-yl)phenyl]-N2-(thiophen-2-ylmethyl)pyrimidine-2,4-diamine), FC1=CC=C(CN2C=C(C=C2)N)C=C1 (1-(4-fluorobenzyl)-1H-pyrrol-3-amine). The product is ClC=1C(=NC(=NC1)NC1=CN(C=C1)CC1=CC=C(C=C1)F)NC1=C(C=C(C=C1)N1CCP(CC1)(=O)C)OC (5-chloro-N2-[1-(4-fluorobenzyl)-1H-pyrrol-3-yl]-N4-[2-methoxy-4-(4-methyl-4-oxido-1,4-azaphosphinan-1-yl)phenyl]pyrimidine-2,4-diamine). RXN SMILES: [Cl:1][C:2]1[C:3]([NH:15][C:16]2[CH:21]=[CH:20][C:19]([N:22]3[CH2:27][CH2:26][P:25]([CH3:29])(=[O:28])[CH2:24][CH2:23]3)=[CH:18][C:17]=2[O:30][CH3:31])=[N:4][C:5]([NH:8][CH2:9]C2SC=CC=2)=[N:6][CH:7]=1.[F:32][C:33]1[CH:45]=[CH:44][C:36]([CH2:37][N:38]2[CH:42]=C[C:40](N)=[CH:39]2)=[CH:35][CH:34]=1>>[Cl:1][C:2]1[C:3]([NH:15][C:16]2[CH:21]=[CH:20][C:19]([N:22]3[CH2:27][CH2:26][P:25]([CH3:29])(=[O:28])[CH2:24][CH2:23]3)=[CH:18][C:17]=2[O:30][CH3:31])=[N:4][C:5]([NH:8][C:9]2[CH:40]=[CH:39][N:38]([CH2:37][C:36]3[CH:35]=[CH:34][C:33]([F:32])=[CH:45][CH:44]=3)[CH:42]=2)=[N:6][CH:7]=1. Procedure: The compound can be prepared as in Example 32 by reacting 2,5-dichloro-N-[2-methoxy-4-(4-methyl-4-oxido-1,4-azaphosphinan-1-yl)phenyl]pyrimidin-4-amine (as described in Example 47) with 1-(4-fluorobenzyl)-1H-pyrrol-3-amine.